This data is from the Open Reaction Database (ORD), a public repository of structured organic reaction records. The task is: describe an organic reaction: reactants, conditions, products, and yield Reactants: Cl (HCl), [Li+].[OH-] (LiOH), C(#N)C=1C=C(C(=O)OC)C=C(N1)OC (methyl 2-cyano-6-methoxyisonicotinate). The solvent is O (H2O), CO (Methanol), C1CCOC1 (THF), O (H2O). Conditions: temperature 0 celsius, time 30 minute. Product: C(#N)C=1C=C(C(=O)O)C=C(N1)OC (2-Cyano-6-methoxy-isonicotinic acid). RXN SMILES: [C:1]([C:3]1[CH:4]=[C:5]([CH:10]=[C:11]([O:13][CH3:14])[N:12]=1)[C:6]([O:8]C)=[O:7])#[N:2].[Li+].[OH-].Cl>C1COCC1.CO.O>[C:1]([C:3]1[CH:4]=[C:5]([CH:10]=[C:11]([O:13][CH3:14])[N:12]=1)[C:6]([OH:8])=[O:7])#[N:2] |f:1.2|. Reported procedure: Under N2, methyl 2-cyano-6-methoxyisonicotinate (0.433 g, 2.25 mmol, Eq: 1.00) was dissolved in THF (25.0 ml) and Methanol (3.03 ml). At 0° C., 1M LiOH in H2O (2.82 ml, 2.82 mmol, Eq: 1.25) was added and the RM was stirred at 0° C. for 30 minutes. Control with TLC: the reaction was finished. The reaction mixture was acidified with 1M HCl. The mixture was diluted with H2O and extracted with EtOAc. The organic phase was dried over MgSO4; filtered; concentrated in vacuo. Light yellow solid. MS (EIC... Starting materials: C1CCNCC1, CCO, O=Cc1cnn2c(NC3CC3)cc(NC(=O)C3CC3)nc12, O=C1CNC(=O)N1. The product is O=C1NC(=O)C(=Cc2cnn3c(NC4CC4)cc(NC(=O)C4CC4)nc23)N1. RXN SMILES: [CH2:29]1[CH2:30][CH2:31][NH:32][CH2:33][CH2:34]1.[CH3:35][CH2:36][OH:37].[CH:1]1([C:4](=[O:5])[NH:6][c:7]2[n:8][c:9]3[n:10]([c:11]([NH:13][CH:14]4[CH2:15][CH2:16]4)[cH:12]2)[n:17][cH:18][c:19]3[CH:20]=[O:21])[CH2:2][CH2:3]1.[O:22]=[C:23]1[CH2:24][NH:25][C:26](=[O:27])[NH:28]1>>[CH:1]1([C:4](=[O:5])[NH:6][c:7]2[n:8][c:9]3[n:10]([c:11]([NH:13][CH:14]4[CH2:15][CH2:16]4)[cH:12]2)[n:17][cH:18][c:19]3[CH:20]=[C:24]2[C:23](=[O:22])[NH:28][C:26](=[O:27])[NH:25]2)[CH2:2][CH2:3]1. Starting materials: [Al+3], C1CCOC1, COc1ccc2c(c1)OC(C(=O)O)C2, CCOC(C)=O, [H-], [H-], [H-], [H-], [Li+], [Na+], [Na+], [Na+], O=S(=O)([O-])[O-], [OH-], O. The product is COc1ccc2c(c1)OC(CO)C2. As a reaction SMILES: [Al+3:16].[CH2:30]1[O:31][CH2:32][CH2:33][CH2:34]1.[CH3:1][O:2][c:3]1[cH:4][c:5]2[c:6]([cH:13][cH:14]1)[CH2:7][CH:8]([C:10](=[O:11])[OH:12])[O:9]2.[CH3:35][CH2:36][O:37][C:38]([CH3:39])=[O:40].[H-:15].[H-:18].[H-:19].[H-:20].[Li+:17].[Na+:22].[Na+:23].[Na+:24].[O-:25][S:26]([O-:27])(=[O:28])=[O:29].[OH-:21].[OH2:41]>>[CH3:1][O:2][c:3]1[cH:4][c:5]2[c:6]([cH:13][cH:14]1)[CH2:7][CH:8]([CH2:10][OH:11])[O:9]2. Reactants: C=CCN(C(=O)OCc1ccc([N+](=O)[O-])cc1)C1CCN(CC2CC(N(C)C(=O)OC(C)(C)C)CC2c2ccccc2)CC1, O=C(Cl)C1CCCCC1. The product is C=CCN(C(=O)OCc1ccc([N+](=O)[O-])cc1)C1CCN(CC2CC(N(C)C(=O)C3CCCCC3)CC2c2ccccc2)CC1. As a reaction SMILES: [CH3:1][N:2]([C:3]([O:4][C:5]([CH3:6])([CH3:7])[CH3:8])=[O:9])[CH:10]1[CH2:11][CH:12]([CH2:21][N:22]2[CH2:23][CH2:24][CH:25]([N:28]([CH2:29][CH:30]=[CH2:31])[C:32](=[O:33])[O:34][CH2:35][c:36]3[cH:37][cH:38][c:39]([N+:42](=[O:43])[O-:44])[cH:40][cH:41]3)[CH2:26][CH2:27]2)[CH:13]([c:15]2[cH:16][cH:17][cH:18][cH:19][cH:20]2)[CH2:14]1.[CH:45]1([C:51](=[O:52])[Cl:53])[CH2:46][CH2:47][CH2:48][CH2:49][CH2:50]1>>[CH3:1][N:2]([CH:10]1[CH2:11][CH:12]([CH2:21][N:22]2[CH2:23][CH2:24][CH:25]([N:28]([CH2:29][CH:30]=[CH2:31])[C:32](=[O:33])[O:34][CH2:35][c:36]3[cH:37][cH:38][c:39]([N+:42](=[O:43])[O-:44])[cH:40][cH:41]3)[CH2:26][CH2:27]2)[CH:13]([c:15]2[cH:16][cH:17][cH:18][cH:19][cH:20]2)[CH2:14]1)[C:51]([CH:45]1[CH2:46][CH2:47][CH2:48][CH2:49][CH2:50]1)=[O:52]. The solvent is C(Cl)Cl (DCM). Isolated yield 89.7%. Procedure details: To the solution of 2-{[4-fluoro-3-(trifluoromethyl)phenyl]oxy}-5-(hydroxymethyl)benzonitrile (700 mg, 2.249 mmol) in DCM (40 mL), was added thionyl chloride (2.462 mL, 33.7 mmol) dropwise. The mixture was stirred at room temperature for 1.5 h. After removing the solvent, the residue was dissolved in DCM, then washed with water twice, dried over Na2SO4, and concentrated in vacuo to afford the title compound (665 mg, 90% yield) as a light yellow solid. LCMS: rt=3.71 min Conditions: time 1.5 hour. Product: ClCC=1C=CC(=C(C#N)C1)OC1=CC(=C(C=C1)F)C(F)(F)F (5-(chloromethyl)-2-{[4-fluoro-3-(trifluoromethyl)phenyl]oxy}benzonitrile). The reactants are FC1=C(C=C(C=C1)OC1=C(C#N)C=C(C=C1)CO)C(F)(F)F (2-{[4-fluoro-3-(trifluoromethyl)phenyl]oxy}-5-(hydroxymethyl)benzonitrile), S(=O)(Cl)Cl (thionyl chloride). As a reaction SMILES: [F:1][C:2]1[CH:7]=[CH:6][C:5]([O:8][C:9]2[CH:16]=[CH:15][C:14]([CH2:17]O)=[CH:13][C:10]=2[C:11]#[N:12])=[CH:4][C:3]=1[C:19]([F:22])([F:21])[F:20].S(Cl)([Cl:25])=O>C(Cl)Cl>[Cl:25][CH2:17][C:14]1[CH:15]=[CH:16][C:9]([O:8][C:5]2[CH:6]=[CH:7][C:2]([F:1])=[C:3]([C:19]([F:22])([F:21])[F:20])[CH:4]=2)=[C:10]([CH:13]=1)[C:11]#[N:12]. Starting materials: B(OC1=CC=C(C=C1)C)([O-])[O-] (4-methylphenyl borate), BrC=1C=CC2=C(C=C(CCN2C=O)C(=O)NC2=CC=C(C=C2)CN(C2CCOCC2)C)C1 (7-bromo-1-formyl-N-[4-[[N-methyl-N-(tetrahydro-2H-pyran-4-yl)amino]methyl]phenyl]-2,3-dihydro-1-benzazepine-4-carboxamide), tetrakistriphenylphosphine palladium, C([O-])([O-])=O.[K+].[K+] (potassium carbonate). The solvent is O.C(C)O.C1(=CC=CC=C1)C (water ethanol toluene), C(C)(=O)OCC (ethyl acetate). Run at time 30 minute. Product: C(=O)N1CCC(=CC2=C1C=CC(=C2)C2=CC=C(C=C2)C)C(=O)NC2=CC=C(C=C2)CN(C2CCOCC2)C (1-formyl-7-(4-methylphenyl)-N-[4-[[N-methyl-N-(tetrahydro-2H-pyran-4-yl)amino]methyl]phenyl]-2,3-dihydro-1-benzazepine-4-carboxamide). The yield is 32.6%. Reaction SMILES: B([O-])([O-])O[C:3]1[CH:8]=[CH:7][C:6]([CH3:9])=[CH:5][CH:4]=1.Br[C:13]1[CH:14]=[CH:15][C:16]2[N:22]([CH:23]=[O:24])[CH2:21][CH2:20][C:19]([C:25]([NH:27][C:28]3[CH:33]=[CH:32][C:31]([CH2:34][N:35]([CH3:42])[CH:36]4[CH2:41][CH2:40][O:39][CH2:38][CH2:37]4)=[CH:30][CH:29]=3)=[O:26])=[CH:18][C:17]=2[CH:43]=1.C(=O)([O-])[O-].[K+].[K+]>O.C(O)C.C1(C)C=CC=CC=1.C(OCC)(=O)C>[CH:23]([N:22]1[C:16]2[CH:15]=[CH:14][C:13]([C:3]3[CH:8]=[CH:7][C:6]([CH3:9])=[CH:5][CH:4]=3)=[CH:43][C:17]=2[CH:18]=[C:19]([C:25]([NH:27][C:28]2[CH:33]=[CH:32][C:31]([CH2:34][N:35]([CH3:42])[CH:36]3[CH2:37][CH2:38][O:39][CH2:40][CH2:41]3)=[CH:30][CH:29]=2)=[O:26])[CH2:20][CH2:21]1)=[O:24] |f:2.3.4,5.6.7|. Procedure details: In water/ethanol/toluene (1:1:10, 60.0 ml) were dissolved 4-methylphenyl borate (658 mg) and 7-bromo-1-formyl-N-[4-[[N-methyl-N-(tetrahydro-2H-pyran-4-yl)amino]methyl]phenyl]-2,3-dihydro-1-benzazepine-4-carboxamide (2.01 g), and to the mixture was added potassium carbonate (1.34 g). Under argon atmosphere, the mixture was stirred for 30 minutes, and to the mixture was added tetrakistriphenylphosphine palladium (186 mg). Under argon atmosphere, the mixture was refluxed for 17 hours, and the mixtu... Starting materials: OC(=O)O (hydroxycarboxylic acid), C(C=C)(=O)O (acrylic acid), C1(=CC=C(C=C1)S(=O)(=O)O)C (p-toluenesulfonic acid), C1(O)=CC=C(O)C=C1 (hydroquinone). Run in C(Cl)(Cl)Cl (chloroform), CCOCC (ether). The product is C(C=C)(=O)OCCCCCCCCCCCCOC1=CC=C(C(=O)O)C=C1 (4-(12-acryloyloxydodecyloxy)benzoic acid). Yield: 1982.0%. Reaction SMILES: [OH:1][C:2]([OH:4])=O.[C:5]([OH:9])(=[O:8])[CH:6]=[CH2:7].[C:10]1([CH3:20])[CH:15]=[CH:14][C:13](S(O)(=O)=O)=[CH:12][CH:11]=1.[C:21]1([CH:28]=[CH:27][C:25]([OH:26])=[CH:24][CH:23]=1)O>C(Cl)(Cl)Cl.CCOCC>[C:5]([O:9][CH2:12][CH2:11][CH2:10][CH2:15][CH2:14][CH2:11][CH2:12][CH2:13][CH2:14][CH2:15][CH2:10][CH2:20][O:26][C:25]1[CH:27]=[CH:28][C:21]([C:2]([OH:4])=[O:1])=[CH:23][CH:24]=1)(=[O:8])[CH:6]=[CH2:7]. Reported procedure: A solution of 50 m moles (15.9 g) of the above hydroxycarboxylic acid, 0.6 mole (43.2 g) of acrylic acid, 0.3 g of p-toluenesulfonic acid, and 0.3 g of hydroquinone in 30 ml of chloroform was refluxed for 30 hours. The reaction solution was disolved in warm ether, and washed with warm water, then concentrated. The concentrate was purified by column chromatography to obtain 6.5 g of the ester compound. (yield: 35%)